This data is from the Open Reaction Database (ORD), a public repository of structured organic reaction records. The task is: describe an organic reaction: reactants, conditions, products, and yield The reactants are C(C)(=O)C1=CC2=CC=C(C=C2C=C1)C (2-acetyl-6-methylnaphthalene), O (water), C(C)(=O)O (acetic acid), C(C)(=O)O (acetic acid), product. The reagents and catalysts are C(C)(=O)[O-].[Mn+2].C(C)(=O)[O-] (manganese(II) acetate), C(C)(=O)[O-].[Co+2].C(C)(=O)[O-] (cobalt(II) acetate), [Br-].[Na+] (sodium bromide). Product: C1=C(C=CC2=CC(=CC=C12)C(=O)O)C(=O)O (2,6-naphthalene dicarboxylic acid). The yield is 31.9%. As a reaction SMILES: [C:1]([C:4]1[CH:13]=[CH:12][C:11]2[C:6](=[CH:7][CH:8]=C(C)[CH:10]=2)[CH:5]=1)(=[O:3])C.[OH2:15].[C:16]([OH:19])(=[O:18])[CH3:17]>C([O-])(=O)C.[Mn+2].C([O-])(=O)C.C([O-])(=O)C.[Co+2].C([O-])(=O)C.[Br-].[Na+]>[CH:5]1[C:6]2[C:11](=[CH:10][C:17]([C:16]([OH:19])=[O:18])=[CH:8][CH:7]=2)[CH:12]=[CH:13][C:4]=1[C:1]([OH:3])=[O:15] |f:3.4.5,6.7.8,9.10|. Reported procedure: The first oxidation described in Example 1 was repeated using a starting mixture of 50 g of 2-acetyl-6-methylnaphthalene, 300 g of acetic acid, 100 g of water and 7.5 g of manganese(II) acetate. 39.2 g of oxidation product was isolated from the reaction mixture by filtration. 20 g of this product was then oxidized in the second oxidation step described in Example 1, in a solution of 2 g of cobalt(II) acetate and 0.5 g of sodium bromide in 500 g of acetic acid, at 180° C. and a gas escape rate of... The reactants are Example 17A, N1(C=NC=C1)C1=CC=C(C=C1)O (4-(1-imidazolyl)phenol), CC(C)([O-])C.[K+] (potassium t-butoxide), C(CS)(=O)OC (methyl thioglycolate), C([O-])([O-])=O.[Cs+].[Cs+] (cesium carbonate), CN(C)C=O (DMF). The solvent is [Cl-].[Na+].O (brine), O (water), C1CCOC1 (THF). Conditions: temperature 0 celsius. The product is N1(C=NC=C1)C1=CC=C(OC2=C3C(=CN=C2)SC(=C3)C(=O)OC)C=C1 (Methyl 4-[4-(1H-imidazol-1-yl)phenoxy]thieno[2,3-c]pyridine-2-carboxylate). Reaction SMILES: [N:1]1([C:6]2[CH:11]=[CH:10][C:9]([OH:12])=[CH:8][CH:7]=2)[CH:5]=[CH:4][N:3]=[CH:2]1.[CH3:13][C:14]([CH3:17])([O-])[CH3:15].[K+].[C:19]([O:23][CH3:24])(=[O:22])[CH2:20][SH:21].C(=O)([O-])[O-].[Cs+].[Cs+].[CH3:31][N:32](C=O)[CH3:33]>C1COCC1.[Cl-].[Na+].O.O>[N:1]1([C:6]2[CH:11]=[CH:10][C:9]([O:12][C:13]3[CH:33]=[N:32][CH:31]=[C:15]4[S:21][C:20]([C:19]([O:23][CH3:24])=[O:22])=[CH:17][C:14]=34)=[CH:8][CH:7]=2)[CH:5]=[CH:4][N:3]=[CH:2]1 |f:1.2,4.5.6,9.10.11|. Reported procedure: Example 17A (0.88 g, 5 mmol) in THF (15 mL) and DMF (5 mL) was treated with 4-(1-imidazolyl)phenol and potassium t-butoxide (1 N in THF, 5.0 mL, 5 mmol) at 70° C. for 4 hours, then cooled to 0° C., added methyl thioglycolate (0.4 mL, 5 mmol) and cesium carbonate (1.62 g, 5 mmol) then refluxed for 1 hour. The reaction was poured into water, diluted with brine and extracted with ethyl acetate. The ethyl acetate was then washed with 1 N NaOH (2×20 mL), then brine (3×20 mL), dried (MgSO4) to give th...